Dataset: the Open Reaction Database (ORD), a public repository of structured organic reaction records. Task: describe an organic reaction: reactants, conditions, products, and yield Starting materials: CC1=CC=C(O1)CN (5-methyl-2-furanylmethylamine), C(C)(C)(C)OC(=O)C1=C(C=CC=C1)C1=CC=C(C=C1)CN1C(=C(C2=CC(=CC=C12)C(=O)O)C)C (1-((2′-(tert-butoxycarbonyl)biphenyl-4-yl)methyl)-2,3-dimethyl-1H-indole-5-carboxylic acid). The product is CC=1N(C2=CC=C(C=C2C1C)C(NCC=1OC(=CC1)C)=O)CC1=CC=C(C=C1)C=1C(=CC=CC1)C(=O)O (4′-((2,3-dimethyl-5-((5-methylfuran-2-yl)methylcarbamoyl)-1H-indol-1-yl)methyl)biphenyl-2-carboxylic acid). As a reaction SMILES: [CH3:1][C:2]1[O:6][C:5]([CH2:7][NH2:8])=[CH:4][CH:3]=1.C([O:13][C:14]([C:16]1[CH:21]=[CH:20][CH:19]=[CH:18][C:17]=1[C:22]1[CH:27]=[CH:26][C:25]([CH2:28][N:29]2[C:37]3[C:32](=[CH:33][C:34]([C:38](O)=[O:39])=[CH:35][CH:36]=3)[C:31]([CH3:41])=[C:30]2[CH3:42])=[CH:24][CH:23]=1)=[O:15])(C)(C)C>>[CH3:42][C:30]1[N:29]([CH2:28][C:25]2[CH:26]=[CH:27][C:22]([C:17]3[C:16]([C:14]([OH:15])=[O:13])=[CH:21][CH:20]=[CH:19][CH:18]=3)=[CH:23][CH:24]=2)[C:37]2[C:32]([C:31]=1[CH3:41])=[CH:33][C:34]([C:38](=[O:39])[NH:8][CH2:7][C:5]1[O:6][C:2]([CH3:1])=[CH:3][CH:4]=1)=[CH:35][CH:36]=2. Procedure details: The title compound was prepared following the same general protocol as described in Steps 8-9, Example 1, using 5-methyl-2-furanylmethylamine and 1-((2′-(tert-butoxycarbonyl)biphenyl-4-yl)methyl)-2,3-dimethyl-1H-indole-5-carboxylic acid. LC-MS 493 (M+H). The reactants are COC=1C=CC(=C2N3C(=NC21)N(CCC3)C=3C(=NC(=NC3C)OC)C)C(=O)OC (methyl 9-methoxy-1-(2-methoxy-4,6-dimethylpyrimidin-5-yl)-1,2,3,4-tetrahydropyrimido[1,2-a]benzimidazole-6-carboxylate), S(=O)(=O)([O-])[O-].[Mg+2] (magnesium sulfate), [H-].[Al+3].[Li+].[H-].[H-].[H-] (lithium aluminum hydride), [OH-].[Na+] (sodium hydroxide). Run in O1CCCC1 (tetrahydrofuran), O1CCCC1 (tetrahydrofuran), O (water), O (water). Reaction conditions: temperature 0 celsius, time 1 hour. The product is COC1=CC=C(C=2N3C(=NC21)N(CCC3)C=3C(=NC(=NC3C)OC)C)CO ([9-Methoxy-1-(2-methoxy-4,6-dimethylpyrimidin-5-yl)-1,2,3,4-tetrahydropyrimido[1,2-a]benzimidazol-6-yl]methanol). Isolated yield 71.3%. RXN SMILES: [H-].[Al+3].[Li+].[H-].[H-].[H-].[CH3:7][O:8][C:9]1[CH:10]=[CH:11][C:12]([C:32](OC)=[O:33])=[C:13]2[C:17]=1[N:16]=[C:15]1[N:18]([C:22]3[C:23]([CH3:31])=[N:24][C:25]([O:29][CH3:30])=[N:26][C:27]=3[CH3:28])[CH2:19][CH2:20][CH2:21][N:14]21.[OH-].[Na+].S([O-])([O-])(=O)=O.[Mg+2]>O1CCCC1.O>[CH3:7][O:8][C:9]1[C:17]2[N:16]=[C:15]3[N:18]([C:22]4[C:23]([CH3:31])=[N:24][C:25]([O:29][CH3:30])=[N:26][C:27]=4[CH3:28])[CH2:19][CH2:20][CH2:21][N:14]3[C:13]=2[C:12]([CH2:32][OH:33])=[CH:11][CH:10]=1 |f:0.1.2.3.4.5,7.8,9.10|. Reported procedure: To a suspension of lithium aluminum hydride (0.14 g, 3.69 mmol) in tetrahydrofuran (10 mL) was added dropwise a solution of methyl 9-methoxy-1-(2-methoxy-4,6-dimethylpyrimidin-5-yl)-1,2,3,4-tetrahydropyrimido[1,2-a]benzimidazole-6-carboxylate (720 mg, 1.81 mmol) in tetrahydrofuran (30 mL) at 0° C. After stirring at 0° C. for 1 hr, water (0.14 mL), 15% aqueous sodium hydroxide (0.14 mL) and water (0.42 mL) were successively added dropwise to the reaction mixture at 0° C. The mixture was stirred a...